This data is from the Open Reaction Database (ORD), a public repository of structured organic reaction records. The task is: describe an organic reaction: reactants, conditions, products, and yield Starting materials: O=C(O)CCC1CNC(=O)CC1c1ccc(F)cc1, CC(C)C[AlH]CC(C)C, CO, Cc1ccccc1, C1CCOC1. The product is O=C1CC(c2ccc(F)cc2)C(CO)CN1. Reaction SMILES: [C:10]([CH2:11][CH2:14][CH:15]1[CH2:16][NH:17][C:18](=[O:28])[CH2:19][CH:20]1[c:21]1[cH:22][cH:23][c:24]([F:27])[cH:25][cH:26]1)([OH:12])=[O:13].[CH3:1][CH:2]([CH2:3][AlH:4][CH2:5][CH:6]([CH3:7])[CH3:8])[CH3:9].[CH3:29][OH:30].[CH3:36][c:37]1[cH:38][cH:39][cH:40][cH:41][cH:42]1.[O:31]1[CH2:32][CH2:33][CH2:34][CH2:35]1>>[CH2:14]([CH:15]1[CH2:16][NH:17][C:18](=[O:28])[CH2:19][CH:20]1[c:21]1[cH:22][cH:23][c:24]([F:27])[cH:25][cH:26]1)[OH:30]. Reactants: [OH-].[K+] (KOH), N1C=NC2=C1C=CC(=C2)N2C(C(=C(C2C2=C(C(=CC=C2)Cl)Cl)C)O)=O (1-(1H-benzo[d]imidazol-5-yl)-5-(2,3-dichlorophenyl)-3-hydroxy-4-methyl-1H-pyrrol-2(5H)-one), CC1=CC=C(C=C1)S(=O)(=O)N(C)N=O (diazald), C(CO)O.CCOCC (ethylene glycol Et2O). The solvent is CO (MeOH). Yields the product N1C=NC2=C1C=C(C=C2)N2C(C(=C(C2C2=C(C(=CC=C2)Cl)Cl)C)OC)=O (1-(1H-Benzo[d]imidazol-6-yl)-5-(2,3-dichlorophenyl)-3-methoxy-4-methyl-1H-pyrrol-2(5H)-one). As a reaction SMILES: [OH-].[K+].[CH3:3]C1C=CC(S(N(N=O)C)(=O)=O)=CC=1.C(O)CO.CCOCC.[NH:26]1[C:30]2[CH:31]=[CH:32][C:33]([N:35]3[CH:39]([C:40]4[CH:45]=[CH:44][CH:43]=[C:42]([Cl:46])[C:41]=4[Cl:47])[C:38]([CH3:48])=[C:37]([OH:49])[C:36]3=[O:50])=[CH:34][C:29]=2[N:28]=[CH:27]1>CO>[NH:28]1[C:29]2[CH:34]=[C:33]([N:35]3[CH:39]([C:40]4[CH:45]=[CH:44][CH:43]=[C:42]([Cl:46])[C:41]=4[Cl:47])[C:38]([CH3:48])=[C:37]([O:49][CH3:3])[C:36]3=[O:50])[CH:32]=[CH:31][C:30]=2[N:26]=[CH:27]1 |f:0.1,3.4|. Procedure details: The compound was synthesized starting from KOH (9.0 g, 160.71 mmol in water), diazald (24 g, 112.02 mmol), ethylene glycol/Et2O (2/1 v/v, 140 mL), 1-(1H-benzo[d]imidazol-5-yl)-5-(2,3-dichlorophenyl)-3-hydroxy-4-methyl-1H-pyrrol-2(5H)-one (3 g, 8.04 mmol, 1 eq) and MeOH (50 mL); yield: 1.2 g (38.46%); MS m/z: 388.1 [M+H]+; 1H-NMR: (400 MHz, DMSO-D6) δ: 12.44 (s, 1H), 8.16 (d, 1H), 7.64 (d, 1H), 7.54-7.40 (m, 2H), 7.32-7.18 (m, 3H), 7.08 (t, 1H), 6.31 (s, 1H), 3.96 (s, 3H), 1.73 (s, 3H); HPLC (MET... The reactants are CN(C)c1ccncc1, O=S(=O)(Cl)c1ccc(Cl)c(C(F)(F)F)c1, Nc1cc(Cl)cnc1Oc1ccccc1F, c1ccncc1. Yields the product O=S(=O)(Nc1cc(Cl)cnc1Oc1ccccc1F)c1ccc(Cl)c(C(F)(F)F)c1. RXN SMILES: [CH3:32][N:33]([c:34]1[cH:35][cH:36][n:37][cH:38][cH:39]1)[CH3:40].[Cl:17][c:18]1[c:19]([C:28]([F:29])([F:30])[F:31])[cH:20][c:21]([S:24](=[O:25])(=[O:26])[Cl:27])[cH:22][cH:23]1.[Cl:1][c:2]1[cH:3][c:4]([NH2:16])[c:5]([O:8][c:9]2[c:10]([F:15])[cH:11][cH:12][cH:13][cH:14]2)[n:6][cH:7]1.[cH:41]1[cH:42][cH:43][n:44][cH:45][cH:46]1>>[Cl:1][c:2]1[cH:3][c:4]([NH:16][S:24]([c:21]2[cH:20][c:19]([C:28]([F:29])([F:30])[F:31])[c:18]([Cl:17])[cH:23][cH:22]2)(=[O:25])=[O:26])[c:5]([O:8][c:9]2[c:10]([F:15])[cH:11][cH:12][cH:13][cH:14]2)[n:6][cH:7]1. The reactants are Brc1ccc2[nH]cc(CCCN3CCOCC3)c2c1, CC(C)(C)P(C(C)(C)C)C(C)(C)C, C1CCOC1, CO, ClCCl, N, O=C(C=Cc1ccccc1)C=Cc1ccccc1, O=C(C=Cc1ccccc1)C=Cc1ccccc1, O=C(C=Cc1ccccc1)C=Cc1ccccc1, [Pd], [Pd]. Product: Nc1ccc2[nH]cc(CCCN3CCOCC3)c2c1. Reaction SMILES: [Br:1][c:2]1[cH:3][c:4]2[c:5]([CH2:11][CH2:12][CH2:13][N:14]3[CH2:15][CH2:16][O:17][CH2:18][CH2:19]3)[cH:6][nH:7][c:8]2[cH:9][cH:10]1.[C:20]([P:21]([C:22]([CH3:23])([CH3:24])[CH3:25])[C:26]([CH3:27])([CH3:28])[CH3:29])([CH3:30])([CH3:31])[CH3:32].[CH2:34]1[O:35][CH2:36][CH2:37][CH2:38]1.[CH3:39][OH:40].[Cl:41][CH2:42][Cl:43].[NH3:33].[O:46]=[C:47]([CH:48]=[CH:49][c:50]1[cH:51][cH:52][cH:53][cH:54][cH:55]1)[CH:56]=[CH:57][c:58]1[cH:59][cH:60][cH:61][cH:62][cH:63]1.[O:64]=[C:65]([CH:66]=[CH:67][c:68]1[cH:69][cH:70][cH:71][cH:72][cH:73]1)[CH:74]=[CH:75][c:76]1[cH:77][cH:78][cH:79][cH:80][cH:81]1.[O:82]=[C:83]([CH:84]=[CH:85][c:86]1[cH:87][cH:88][cH:89][cH:90][cH:91]1)[CH:92]=[CH:93][c:94]1[cH:95][cH:96][cH:97][cH:98][cH:99]1.[Pd:44].[Pd:45]>>[c:2]1([NH2:33])[cH:3][c:4]2[c:5]([CH2:11][CH2:12][CH2:13][N:14]3[CH2:15][CH2:16][O:17][CH2:18][CH2:19]3)[cH:6][nH:7][c:8]2[cH:9][cH:10]1. Reactants: CN(C)CCCC1c2ccccc2C=Cc2ccc(S(=O)(=O)N(C)C)cc21, CC(=O)O, Cl, N#CN, O. Product: CNCCCC1c2ccccc2C=Cc2ccc(S(=O)(=O)N(C)C)cc21. Reaction SMILES: [CH3:1][N:2]([S:3](=[O:4])(=[O:5])[c:6]1[cH:7][cH:8][c:9]2[c:10]([cH:26]1)[CH:11]([CH2:20][CH2:21][CH2:22][N:23]([CH3:24])[CH3:25])[c:12]1[c:13]([cH:16][cH:17][cH:18][cH:19]1)[CH:14]=[CH:15]2)[CH3:27].[CH3:31][C:32](=[O:33])[OH:34].[ClH:35].[NH2:28][C:29]#[N:30].[OH2:36]>>[CH3:1][N:2]([S:3](=[O:4])(=[O:5])[c:6]1[cH:7][cH:8][c:9]2[c:10]([cH:26]1)[CH:11]([CH2:20][CH2:21][CH2:22][NH:23][CH3:24])[c:12]1[c:13]([cH:16][cH:17][cH:18][cH:19]1)[CH:14]=[CH:15]2)[CH3:27]. Reactants: IC1=NNC2=CC(=CC=C12)C (3-iodo-6-methyl-1H-indazole), Cl.ClCCCN(C)C (3-chloro-N,N-dimethylpropan-1-amine hydrochloride), C([O-])([O-])=O.[K+].[K+] (potassium carbonate), CN(C)C=O (DMF). Solvent: O (water). The product is IC1=NN(C2=CC(=CC=C12)C)CCCN(C)C (3-(3-iodo-6-methyl-1H-indazol-1-yl)-N,N-dimethylpropan-1-amine). Isolated yield 50.7%. Reaction SMILES: [I:1][C:2]1[C:10]2[C:5](=[CH:6][C:7]([CH3:11])=[CH:8][CH:9]=2)[NH:4][N:3]=1.Cl.Cl[CH2:14][CH2:15][CH2:16][N:17]([CH3:19])[CH3:18].C(=O)([O-])[O-].[K+].[K+].CN(C=O)C>O>[I:1][C:2]1[C:10]2[C:5](=[CH:6][C:7]([CH3:11])=[CH:8][CH:9]=2)[N:4]([CH2:14][CH2:15][CH2:16][N:17]([CH3:19])[CH3:18])[N:3]=1 |f:1.2,3.4.5|. Procedure details: A mixture of 3-iodo-6-methyl-1H-indazole (2.58 g, 10 mmol), 3-chloro-N,N-dimethylpropan-1-amine hydrochloride (2.37 g, 15 mmol) and potassium carbonate (4.14 g, 30 mmol) in 50 ml, of DMF was heated to 85° C. for 3 hours. After cooling to room temperature, 100 mL of water was added and the mixture was extracted with ethyl acetate (4×100 mL). Then the combined organic phases were added with 20 mL of 6N HCl, and the solution was extracted with dichloromethane (4×50 mL). The combined organic phases ... The reactants are Cl.N[C@@H](CC(N)=O)C(=O)N (asparagineamide hydrochloride), C([O-])([O-])=O.[K+].[K+] (potassium carbonate), N[C@@H](CC(N)=O)C(=O)N (asparagineamide), C([O-])([O-])=O.[K+].[K+] (potassium carbonate), C(C=C)(=O)Cl (acrylic acid chloride). The solvent is O (water), C(C)OCC (Diethyl ether), O (water), C(C)OCC (diethyl ether). Reaction conditions: time 10 minute. Product: C(C=C)(=O)NC([C@@H](N)CC(N)=O)=O (N-acryloylasparagineamide). As a reaction SMILES: [C:1](Cl)(=[O:4])[CH:2]=[CH2:3].Cl.[NH2:7][C@H:8]([C:13]([NH2:15])=[O:14])[CH2:9][C:10](=[O:12])[NH2:11].C(=O)([O-])[O-].[K+].[K+].N[C@H](C(N)=O)CC(=O)N>O.C(OCC)C>[C:1]([NH:15][C:13](=[O:14])[C@H:8]([CH2:9][C:10](=[O:12])[NH2:11])[NH2:7])(=[O:4])[CH:2]=[CH2:3] |f:1.2,3.4.5|. Reported procedure: A 5 ml portion of acrylic acid chloride and 200 ml of diethyl ether were put into a 500 ml capacity eggplant type flask and stirred on an ice bath. Next, 1.84 g of asparagineamide hydrochloride (mfd. by Kokusan Kagaku) was dissolved in 40 ml of deionized water, and 3 g of potassium carbonate was dissolved in 20 ml of deionized water. The asparagineamide aqueous solution was mixed with the potassium carbonate aqueous solution. The mixed liquid was added dropwise into the eggplant type flask spend...